Dataset: the Open Reaction Database (ORD), a public repository of structured organic reaction records. Task: describe an organic reaction: reactants, conditions, products, and yield Reactants: O=Cc1ccccc1, O=C(O)CS(=O)(=O)c1ccccc1. The product is O=S(=O)(C=Cc1ccccc1)c1ccccc1. Reaction SMILES: [CH:14](=[O:15])[c:16]1[cH:17][cH:18][cH:19][cH:20][cH:21]1.[c:1]1([S:7](=[O:8])(=[O:9])[CH2:10][C:11]([OH:12])=[O:13])[cH:2][cH:3][cH:4][cH:5][cH:6]1>>[c:1]1([S:7](=[O:8])(=[O:9])[CH:10]=[CH:11][c:16]2[cH:17][cH:18][cH:19][cH:20][cH:21]2)[cH:2][cH:3][cH:4][cH:5][cH:6]1. Starting materials: C([O-])(O)=O.[Na+] (sodium bicarbonate), C(C)S(=O)(=O)C=1C=CC(=C(N)C1)OC (5-(ethylsulfonyl)-2-methoxyaniline), C(=S)(Cl)Cl (thiophosgene). The solvent is ClCCl (dichloromethane), ClCCl (dichloromethane). Reaction conditions: time 2 hour. Product: C(C)S(=O)(=O)C1=CC(=C(C=C1)OC)N=C=S (4-(ethylsulfonyl)-2-isothiocyanato-1-methoxybenzene). The yield is 99.9%. RXN SMILES: [CH2:1]([S:3]([C:6]1[CH:7]=[CH:8][C:9]([O:13][CH3:14])=[C:10]([CH:12]=1)[NH2:11])(=[O:5])=[O:4])[CH3:2].[C:15](Cl)(Cl)=[S:16].C(=O)(O)[O-].[Na+]>ClCCl>[CH2:1]([S:3]([C:6]1[CH:7]=[CH:8][C:9]([O:13][CH3:14])=[C:10]([N:11]=[C:15]=[S:16])[CH:12]=1)(=[O:5])=[O:4])[CH3:2] |f:2.3|. Reported procedure: A solution of 5-(ethylsulfonyl)-2-methoxyaniline (15.6 g, 72.5 mmol) in dichloromethane (100 mL) was added dropwise over 1 h to a stirred solution of thiophosgene (9 g, 78.0 mmol) in dichloromethane (300 mL) at RT. After the addition was complete, the reaction was stirred for 2 h. Subsequently, saturated aqueous sodium bicarbonate (200 mL) was added, and the reaction was stirred for an additional 1 h. The organic layer was separated, and the aqueous layer was extracted with dichloromethane (2×10...